describe an organic reaction: reactants, conditions, products, and yield From a dataset of the Open Reaction Database (ORD), a public repository of structured organic reaction records. Starting materials: C(O)([O-])=O.[Na+] (sodium hydrogen carbonate), C(C)(=O)O[BH-](OC(C)=O)OC(C)=O.[Na+] (Sodium triacetoxyborohydride), CSCCC=O (3-methylsulphanylpropionaldehyde), ClC1=C(C=CC(=C1)N)NC([C@@](C(F)(F)F)(C)O)=O ((R)-N-(2-chloro-4-aminophenyl)-2-hydroxy-2-methyl-3,3,3-trifluoropropanamide). Run in ClCCCl (1,2-dichloroethane). Conditions: time 16 hour. Product: ClC1=C(C=CC(=C1)NCCCSC)NC([C@@](C(F)(F)F)(C)O)=O ((R)-N-[2-Chloro-4-(3-methylsulphanylpropylamino)phenyl]-2-hydroxy-2-methyl-3,3,3-trifluoropropanamide). Reaction SMILES: C(O[BH-](OC(=O)C)OC(=O)C)(=O)C.[Na+].[CH3:15][S:16][CH2:17][CH2:18][CH:19]=O.[Cl:21][C:22]1[CH:27]=[C:26]([NH2:28])[CH:25]=[CH:24][C:23]=1[NH:29][C:30](=[O:38])[C@:31]([OH:37])([CH3:36])[C:32]([F:35])([F:34])[F:33].C(=O)([O-])O.[Na+]>ClCCCl>[Cl:21][C:22]1[CH:27]=[C:26]([NH:28][CH2:19][CH2:18][CH2:17][S:16][CH3:15])[CH:25]=[CH:24][C:23]=1[NH:29][C:30](=[O:38])[C@:31]([OH:37])([CH3:36])[C:32]([F:34])([F:33])[F:35] |f:0.1,4.5|. Procedure: Sodium triacetoxyborohydride (0.297 g) was added to a solution of 3-methylsulphanylpropionaldehyde (0.1 ml) and (R)-N-(2-chloro-4-aminophenyl)-2-hydroxy-2-methyl-3,3,3-trifluoropropanamide (Example 208) (0.282 g) in 1,2-dichloroethane (6 ml). The mixture was stirred for 16 hours. Saturated aqueous sodium hydrogen carbonate (25 ml) was added and the mixture was extracted with ethyl acetate (40 ml). The extracts were washed with brine (15 ml) then dried. Volatile material was removed by evaporatio... Reactants: N1C=NC2=C1C=CC(=C2)CC(C(=O)N2CCC(CC2)C)N (1-(1H-benzimidazol-5-yl-methyl)-2-(4-methyl-piperidin-1-yl)-2-oxo-ethylamine), N1=CC=CC2=CC=CC(=C12)S(=O)(=O)Cl (quinoline-8-sulphonic acid chloride). The product is N1C=NC2=C1C=CC(=C2)CC(C(=O)N2CCC(CC2)C)NS(=O)(=O)C=2C=CC=C1C=CC=NC21 (N-[1-(1H-Benzimidazol-5-yl-methyl)-2-(4-methyl-piperidin-1-yl)-2-oxo-ethyl]-quinoline-8-sulphonamide). As a reaction SMILES: [NH:1]1[C:5]2[CH:6]=[CH:7][C:8]([CH2:10][CH:11]([NH2:21])[C:12]([N:14]3[CH2:19][CH2:18][CH:17]([CH3:20])[CH2:16][CH2:15]3)=[O:13])=[CH:9][C:4]=2[N:3]=[CH:2]1.[N:22]1[C:31]2[C:26](=[CH:27][CH:28]=[CH:29][C:30]=2[S:32](Cl)(=[O:34])=[O:33])[CH:25]=[CH:24][CH:23]=1>>[NH:1]1[C:5]2[CH:6]=[CH:7][C:8]([CH2:10][CH:11]([NH:21][S:32]([C:30]3[CH:29]=[CH:28][CH:27]=[C:26]4[C:31]=3[N:22]=[CH:23][CH:24]=[CH:25]4)(=[O:33])=[O:34])[C:12]([N:14]3[CH2:19][CH2:18][CH:17]([CH3:20])[CH2:16][CH2:15]3)=[O:13])=[CH:9][C:4]=2[N:3]=[CH:2]1. Procedure details: Prepared from 1-(1H-benzimidazol-5-yl-methyl)-2-(4-methyl-piperidin-1-yl)-2-oxo-ethylamine and quinoline-8-sulphonic acid chloride analogously to Example 2. The reactants are N (ammonia), C(C)O (ethyl alcohol), [H][H] (hydrogen), C(C=C)#N (Acrylonitrile), OCCC1(CCC(CC1)CN)CN (2-hydroxyethyl-1,4-cyclohexanebis(methylamine)). Reported procedure: Acrylonitrile (10.6 g., 0.2 mole) is added dropwise over a 15 minute period to N-(2-hydroxyethyl-1,4-cyclohexanebis(methylamine) (37.2 g., 0.4 mole) with stirring and ice bath cooling. After complete addition, the reaction mixture is stirred an additional 2 hours at 5° C., allowed to gradually warm over a 1 hour period, heated 2 hours at 45° C. and finally 1 hour at 90° C. It is then fractionated under reduced pressure up to an internal temperature of 170° C. The residue is dissolved in 200 ml. ... Product: NCCCNCC1CCC(CC1)CNCCO (N-(3-Aminopropyl)-N'-(2-hydroxyethyl)-1,4-cyclohexanebis(methylamine)). The reagents and catalysts are [Ni] (nickel). As a reaction SMILES: [C:1](#[N:4])[CH:2]=[CH2:3].OCC[C:8]1([CH2:16][NH2:17])[CH2:13][CH2:12][CH:11]([CH2:14][NH2:15])[CH2:10][CH2:9]1.N.[H][H].[CH2:21]([OH:23])[CH3:22]>[Ni]>[NH2:4][CH2:1][CH2:2][CH2:3][NH:17][CH2:16][CH:8]1[CH2:9][CH2:10][CH:11]([CH2:14][NH:15][CH2:22][CH2:21][OH:23])[CH2:12][CH2:13]1. Reaction conditions: temperature 90 celsius. Reactants: C([O-])([O-])=O.[K+].[K+] (potassium carbonate), C(C)(=O)OC(C(=O)NC1=NC=C(C=C1)C)COC (1-(methoxymethyl)-2-[(5-methylpyridin-2-yl)amino]-2-oxoethyl acetate). Run in CO (MeOH). Run at time 1 hour. Product: OC(C(=O)NC1=NC=C(C=C1)C)COC (2-hydroxy-3-methoxy-N-(5-methylpyridin-2-yl)propanamide). Isolated yield 88.4%. As a reaction SMILES: C(=O)([O-])[O-].[K+].[K+].C([O:10][CH:11]([CH2:22][O:23][CH3:24])[C:12]([NH:14][C:15]1[CH:20]=[CH:19][C:18]([CH3:21])=[CH:17][N:16]=1)=[O:13])(=O)C>CO>[OH:10][CH:11]([CH2:22][O:23][CH3:24])[C:12]([NH:14][C:15]1[CH:20]=[CH:19][C:18]([CH3:21])=[CH:17][N:16]=1)=[O:13] |f:0.1.2|. Reported procedure: Anhydrous potassium carbonate (50 mg, 0.36 mmol) was added to a stirred solution of 1-(methoxymethyl)-2-[(5-methylpyridin-2-yl)amino]-2-oxoethyl acetate (Step 2) (1.10 g, 4.36 mmol) in MeOH (10 mL). The reaction mixture was kept at ambient temperature for 1 h before it was concentrated in vacuo. The residue was purified with column chromatography (silica gel, eluting with EtOAc) to give the title compound as a colourless solid (0.81 g), 1H NMR (300 MHz, CDCl3) δ 9.39 (br s, 1H), 8.14 (d, 1H), 8.... Starting materials: CC(C)(C)OC(N)=O, CCCO, C=Cc1cccc(N2CCOCC2)c1, CC(C)(C)OCl, [K], [Na+], [OH-], O, O, O, O=[Os](=O)=O. The product is CC(C)(C)OC(=O)NC(CO)c1cccc(N2CCOCC2)c1. Reaction SMILES: [C:3]([NH2:4])([O:5][C:6]([CH3:7])([CH3:8])[CH3:9])=[O:10].[CH2:32]([OH:33])[CH2:34][CH3:35].[CH:17](=[CH2:18])[c:19]1[cH:20][c:21]([N:25]2[CH2:26][CH2:27][O:28][CH2:29][CH2:30]2)[cH:22][cH:23][cH:24]1.[Cl:11][O:12][C:13]([CH3:14])([CH3:15])[CH3:16].[K:42].[Na+:2].[OH-:1].[OH2:31].[OH2:36].[OH2:37].[Os:38](=[O:39])(=[O:40])=[O:41]>>[C:3]([NH:4][CH:17]([CH2:18][OH:12])[c:19]1[cH:20][c:21]([N:25]2[CH2:26][CH2:27][O:28][CH2:29][CH2:30]2)[cH:22][cH:23][cH:24]1)([O:5][C:6]([CH3:7])([CH3:8])[CH3:9])=[O:10]. Reactants: C1CCOC1, CS(=O)(=O)N1CCC(N)CC1, CC(C)c1nc(-c2ccc(F)c(NS(=O)(=O)c3cc(F)ccc3F)c2)c(-c2ccnc(Cl)n2)s1. Product: CC(C)c1nc(-c2ccc(F)c(NS(=O)(=O)c3cc(F)ccc3F)c2)c(-c2ccnc(NC3CCN(S(C)(=O)=O)CC3)n2)s1. As a reaction SMILES: [CH2:46]1[O:47][CH2:48][CH2:49][CH2:50]1.[CH3:35][S:36](=[O:37])(=[O:38])[N:39]1[CH2:40][CH2:41][CH:42]([NH2:45])[CH2:43][CH2:44]1.[Cl:1][c:2]1[n:3][cH:4][cH:5][c:6](-[c:8]2[c:9](-[c:16]3[cH:17][cH:18][c:19]([F:34])[c:20]([NH:22][S:23](=[O:24])(=[O:25])[c:26]4[c:27]([F:33])[cH:28][cH:29][c:30]([F:32])[cH:31]4)[cH:21]3)[n:10][c:11]([CH:13]([CH3:14])[CH3:15])[s:12]2)[n:7]1>>[c:2]1([NH:45][CH:42]2[CH2:41][CH2:40][N:39]([S:36]([CH3:35])(=[O:37])=[O:38])[CH2:44][CH2:43]2)[n:3][cH:4][cH:5][c:6](-[c:8]2[c:9](-[c:16]3[cH:17][cH:18][c:19]([F:34])[c:20]([NH:22][S:23](=[O:24])(=[O:25])[c:26]4[c:27]([F:33])[cH:28][cH:29][c:30]([F:32])[cH:31]4)[cH:21]3)[n:10][c:11]([CH:13]([CH3:14])[CH3:15])[s:12]2)[n:7]1.